Task: describe an organic reaction: reactants, conditions, products, and yield. Dataset: the Open Reaction Database (ORD), a public repository of structured organic reaction records Reactants: CCCS(=O)(=O)Cl, CN(C)c1ccncc1, CNc1ccc2c(c1)nc(C(F)(F)F)n2CC1CCOCC1, CCN(C(C)C)C(C)C, ClCCl. Product: CCCS(=O)(=O)N(C)c1ccc2c(c1)nc(C(F)(F)F)n2CC1CCOCC1. Reaction SMILES: [CH2:1]([CH2:2][CH3:3])[S:4](=[O:5])(=[O:6])[Cl:7].[CH3:39][N:40]([c:41]1[cH:42][cH:43][n:44][cH:45][cH:46]1)[CH3:47].[CH3:8][NH:9][c:10]1[cH:11][c:12]2[c:13]([n:14]([CH2:21][CH:22]3[CH2:23][CH2:24][O:25][CH2:26][CH2:27]3)[c:15]([C:17]([F:18])([F:19])[F:20])[n:16]2)[cH:28][cH:29]1.[CH:30]([N:31]([CH2:32][CH3:33])[CH:34]([CH3:35])[CH3:36])([CH3:37])[CH3:38].[Cl:48][CH2:49][Cl:50]>>[CH2:1]([CH2:2][CH3:3])[S:4](=[O:5])(=[O:6])[N:9]([CH3:8])[c:10]1[cH:11][c:12]2[c:13]([n:14]([CH2:21][CH:22]3[CH2:23][CH2:24][O:25][CH2:26][CH2:27]3)[c:15]([C:17]([F:18])([F:19])[F:20])[n:16]2)[cH:28][cH:29]1. Starting materials: BrC=1C(=C(C(=O)OC)C=CC1)CBr (methyl 3-bromo-2-(bromomethyl)benzoate), CC(C)(C)[O-].[K+] (KOtBu), C(C)(C)(C)OC(=O)NCC(=O)OC (methyl 2-((tert-butoxycarbonyl)amino)acetate). Run in C(=O)(O)[O-].[Na+] (NaHCO3), CN(C)C=O (DMF), CCOC(=O)C (EtOAc). Conditions: time 3 hour. Product: BrC=1C=CC=C2C(C(N(CC12)C(=O)OC(C)(C)C)C(=O)OC)=O (2-tert-Butyl 3-methyl 8-bromo-4-oxo-3,4-dihydroisoquinoline-2,3(1H)-dicarboxylate). RXN SMILES: [C:1]([O:5][C:6]([NH:8][CH2:9][C:10]([O:12][CH3:13])=[O:11])=[O:7])([CH3:4])([CH3:3])[CH3:2].CC([O-])(C)C.[K+].[Br:20][C:21]1[C:22]([CH2:31]Br)=[C:23]([CH:28]=[CH:29][CH:30]=1)[C:24](OC)=[O:25]>CN(C=O)C.C([O-])(O)=O.[Na+].CCOC(C)=O>[Br:20][C:21]1[CH:30]=[CH:29][CH:28]=[C:23]2[C:22]=1[CH2:31][N:8]([C:6]([O:5][C:1]([CH3:4])([CH3:3])[CH3:2])=[O:7])[CH:9]([C:10]([O:12][CH3:13])=[O:11])[C:24]2=[O:25] |f:1.2,5.6|. Procedure: To a flask containing methyl 2-((tert-butoxycarbonyl)amino)acetate (4.18 g, 22.09 mmol) in anhydrous DMF (50 ml) was added KOtBu (3.99 g, 35.6 mmol) then after 1 min at room temperature added methyl 3-bromo-2-(bromomethyl)benzoate (4.97 g, 16.14 mmol) as a solid in 1 portion. The reaction mixture was then capped (not under N2) & stirred at room temperature for 3 hours. Followed by LC/MS. The reaction mixture was quenched/diluted with sat'd NaHCO3, then suspended in EtOAc, washed with saturated N...